The task is: describe an organic reaction: reactants, conditions, products, and yield. This data is from the Open Reaction Database (ORD), a public repository of structured organic reaction records. As a reaction SMILES: [Br:1][C:2]1[CH:3]=[C:4]([C:13]2[N:17]([C:18]3[CH:19]=[N:20][CH:21]=[CH:22][CH:23]=3)[N:16]=[C:15]([C:24]([N:26]3[CH2:30][CH2:29][S:28][CH2:27]3)=[O:25])[CH:14]=2)[CH:5]=[C:6]([O:8][C:9]([F:12])([F:11])[F:10])[CH:7]=1.ClC1C=C(C2N(C3C=NC=CC=3)N=C(C(N3CCS(=O)C3)=[O:51])C=2)C=C(F)C=1.ClC1C=CC=C(C(OO)=O)C=1>>[Br:1][C:2]1[CH:3]=[C:4]([C:13]2[N:17]([C:18]3[CH:19]=[N:20][CH:21]=[CH:22][CH:23]=3)[N:16]=[C:15]([C:24]([N:26]3[CH2:30][CH2:29][S:28](=[O:51])[CH2:27]3)=[O:25])[CH:14]=2)[CH:5]=[C:6]([O:8][C:9]([F:10])([F:11])[F:12])[CH:7]=1. Reactants: BrC=1C=C(C=C(C1)OC(F)(F)F)C1=CC(=NN1C=1C=NC=CC1)C(=O)N1CSCC1 ((5-[3-Bromo-5-(trifluoromethoxy)phenyl]-1-(pyridin-3-yl)-1H-pyrazol-3-yl) (1,3-thiazolidin-3-yl)methanone), ClC=1C=C(C=C(C1)F)C1=CC(=NN1C=1C=NC=CC1)C(=O)N1CS(CC1)=O ([5-(3-Chloro-5-fluorophenyl)-1-(pyridin-3-yl)-1H-pyrazol-3-yl](1-oxido-1,3-thiazolidin-3-yl)methanone), ClC1=CC(=CC=C1)C(=O)OO (meta-chloroperbenzoic acid). Yields the product BrC=1C=C(C=C(C1)OC(F)(F)F)C1=CC(=NN1C=1C=NC=CC1)C(=O)N1CS(CC1)=O ({5-[3-Bromo-5-(trifluoromethoxy)phenyl]-1-(pyridin-3-yl)-1H-pyrazol-3-yl}(1-oxido-1,3-thiazolidin-3-yl)methanone). Procedure details: 97 mg (0.19 mmol) of the compound of Example 30 is reacted overnight analogously to the synthesis of the compound of Example 6 with 48 mg (0.19 mmol, 70%) of meta-chloroperbenzoic acid. After the crude product is filtered by a Millipore spray filter and the residue is subsequently purified by means of preparative HPLC (mobile solvent: acetonitrile/water gradient), 82 mg (83% of theory) of the title compound is obtained. Isolated yield 25.6%. Procedure: 1-Methyl-2-(6-trifluoromethoxy-benzothiazol-2-ylamino)-1H-benzoimidazole-5-carboxylic acid (2-ethoxy-ethyl)-amide (27 mg) was prepared by following General Procedure N starting from 1-methyl-2-(6-trifluoromethoxy-benzothiazol-2-ylamino)-1H-benzoimidazole-5-carboxylic acid (90 mg), 2-ethoxyethylamine (20 mg), DPPA (61 mg), and DIEA (28 mg). LC/MS: m/z 481.0. 1H NMR (DMSO-d6, 400 MHz): δ 12.37 (bs, 1H), 8.47 (s, 1H), 8.07 (s, 1H), 7.90 (s, 1H), 7.76 (d, 1H), 7.71 (d, 1H), 7.47 (d, 1H), 7.35 (s, 1H... Reactants: CN1C(=NC2=C1C=CC(=C2)C(=O)O)NC=2SC1=C(N2)C=CC(=C1)OC(F)(F)F (1-methyl-2-(6-trifluoromethoxy-benzothiazol-2-ylamino)-1H-benzoimidazole-5-carboxylic acid), CCN(C(C)C)C(C)C (DIEA), C(C)OCCN (2-ethoxyethylamine), C=1C=CC(=CC1)P(=O)(C=2C=CC=CC2)N=[N+]=[N-] (DPPA). Reaction SMILES: [CH3:1][N:2]1[C:6]2[CH:7]=[CH:8][C:9]([C:11](O)=[O:12])=[CH:10][C:5]=2[N:4]=[C:3]1[NH:14][C:15]1[S:16][C:17]2[CH:23]=[C:22]([O:24][C:25]([F:28])([F:27])[F:26])[CH:21]=[CH:20][C:18]=2[N:19]=1.[CH2:29]([O:31][CH2:32][CH2:33][NH2:34])[CH3:30].C1C=CC(P(N=[N+]=[N-])(C2C=CC=CC=2)=O)=CC=1.CCN(C(C)C)C(C)C>>[CH2:29]([O:31][CH2:32][CH2:33][NH:34][C:11]([C:9]1[CH:8]=[CH:7][C:6]2[N:2]([CH3:1])[C:3]([NH:14][C:15]3[S:16][C:17]4[CH:23]=[C:22]([O:24][C:25]([F:28])([F:27])[F:26])[CH:21]=[CH:20][C:18]=4[N:19]=3)=[N:4][C:5]=2[CH:10]=1)=[O:12])[CH3:30]. Yields the product C(C)OCCNC(=O)C1=CC2=C(N(C(=N2)NC=2SC3=C(N2)C=CC(=C3)OC(F)(F)F)C)C=C1 (1-Methyl-2-(6-trifluoromethoxy-benzothiazol-2-ylamino)-1H-benzoimidazole-5-carboxylic acid (2-ethoxy-ethyl)-amide). Reactants: [Si](C)(C)(C(C)(C)C)OC(CCCCCCC1=CC=CC=C1)C=1OC(=CN1)C1=C(C=CC=C1)F (2-(1-(tert-Butyldimethylsilyloxy)-7-phenylheptyl)-5-(2-fluorophenyl)oxazole), [Si](C)(C)(C(C)(C)C)OC(CCCCCCC1=CC=CC=C1)C=1OC(=CN1)[Sn](CCCC)(CCCC)CCCC (2-(1-(tert-butyldimethylsilyloxy)-7-phenylheptyl)-5-(tributylstannyl)oxazole), FC1=C(C=CC=C1)I (1-fluoro-2-iodobenzene). Yields the product EtOAc hexanes, FC1=C(C=CC=C1)C1=CN=C(O1)C(CCCCCCC1=CC=CC=C1)=O (1-(5-(2-Fluorophenyl)oxazol-2-yl)-7-phenylheptan-1-one). The yield is 98.0%. Reaction SMILES: [Si]([O:8][CH:9]([C:22]1[O:23][C:24]([C:27]2[CH:32]=[CH:31][CH:30]=[CH:29][C:28]=2[F:33])=[CH:25][N:26]=1)[CH2:10][CH2:11][CH2:12][CH2:13][CH2:14][CH2:15][C:16]1[CH:21]=[CH:20][CH:19]=[CH:18][CH:17]=1)(C(C)(C)C)(C)C.[Si](OC(C1OC([Sn](CCCC)(CCCC)CCCC)=CN=1)CCCCCCC1C=CC=CC=1)(C(C)(C)C)(C)C.FC1C=CC=CC=1I>>[F:33][C:28]1[CH:29]=[CH:30][CH:31]=[CH:32][C:27]=1[C:24]1[O:23][C:22]([C:9](=[O:8])[CH2:10][CH2:11][CH2:12][CH2:13][CH2:14][CH2:15][C:16]2[CH:17]=[CH:18][CH:19]=[CH:20][CH:21]=2)=[N:26][CH:25]=1. Reported procedure: 2-(1-(tert-Butyldimethylsilyloxy)-7-phenylheptyl)-5-(2-fluorophenyl)oxazole. The title compound was prepared from 2-(1-(tert-butyldimethylsilyloxy)-7-phenylheptyl)-5-(tributylstannyl)oxazole (75 mg, 0.113 mmol) and 1-fluoro-2-iodobenzene following General Procedure A. Flash chromatography (2% EtOAc/hexanes) yielded the title compound as a clear oil (52 mg, 98%): 1H NMR (CDCl3, 400 MHz) 7.77 (dt, 1H, J=9.6, 5.6 Hz), 7.42 (d, 1H, J=4.0 Hz), 7.31-7.21 (m, 4H), 7.18-7.13 (m, 4H), 4.85 (t, 1H, J=6.0 ... Starting materials: CCOC(=O)c1cc(C)nn1-c1ccccc1, C[Al](C)C, ClCCl, Nc1cccc(C2CN3CCSC3=N2)c1. The product is Cc1cc(C(=O)Nc2cccc(C3CN4CCSC4=N3)c2)n(-c2ccccc2)n1. As a reaction SMILES: [CH2:20]([O:22][C:23](=[O:21])[c:25]1[cH:26][c:27]([CH3:36])[n:28][n:29]1-[c:30]1[cH:31][cH:32][cH:33][cH:34][cH:35]1)[CH3:24].[CH3:16][Al:17]([CH3:18])[CH3:19].[Cl:37][CH2:38][Cl:39].[NH2:1][c:2]1[cH:3][c:4]([CH:8]2[N:9]=[C:10]3[S:11][CH2:12][CH2:13][N:14]3[CH2:15]2)[cH:5][cH:6][cH:7]1>>[NH:1]([c:2]1[cH:3][c:4]([CH:8]2[N:9]=[C:10]3[S:11][CH2:12][CH2:13][N:14]3[CH2:15]2)[cH:5][cH:6][cH:7]1)[C:23](=[O:22])[c:25]1[cH:26][c:27]([CH3:36])[n:28][n:29]1-[c:30]1[cH:31][cH:32][cH:33][cH:34][cH:35]1. Reactants: O=[N+]([O-])c1ccccc1F, COc1cccc(F)c1O, COc1cccc(F)c1Oc1ccccc1N, Nc1nccs1. Yields the product COc1cccc(F)c1Oc1ccccc1[N+](=O)[O-]. As a reaction SMILES: [F:11][c:12]1[c:13]([N+:18](=[O:19])[O-:20])[cH:14][cH:15][cH:16][cH:17]1.[F:1][c:2]1[c:3]([OH:10])[c:4]([O:8][CH3:9])[cH:5][cH:6][cH:7]1.[F:21][c:22]1[cH:23][cH:24][cH:25][c:26]([O:27][CH3:28])[c:29]1[O:30][c:31]1[cH:32][cH:33][cH:34][cH:35][c:36]1[NH2:37].[NH2:38][c:39]1[s:40][cH:41][cH:42][n:43]1>>[F:1][c:2]1[c:3]([O:10][c:12]2[c:13]([N+:18](=[O:19])[O-:20])[cH:14][cH:15][cH:16][cH:17]2)[c:4]([O:8][CH3:9])[cH:5][cH:6][cH:7]1. Reactants: C(C1=CC=CC=C1)OC=1C=CC2=C(C1)C(C2)=O (5-(Benzyloxy)cyclobutabenzen-1(2H)-one), CC(C)(C)[O-].[K+] (Potassium 2-methylpropan-2-olate). The reagents and catalysts are [Br-].C[P+](C1=CC=CC=C1)(C1=CC=CC=C1)C1=CC=CC=C1 (Methyltriphenylphosphonium bromide). Solvent: C1CCOC1 (THF). Reaction conditions: temperature 0 celsius. The product is C(C1=CC=CC=C1)OC=1C=CC2=C(C1)C(C2)=C (5-(Benzyloxy)-1-methylene-1,2-dihydrocyclobutabenzene). As a reaction SMILES: [CH2:1]([O:8][C:9]1[CH:10]=[CH:11][C:12]2[CH2:16][C:15](=O)[C:13]=2[CH:14]=1)[C:2]1[CH:7]=[CH:6][CH:5]=[CH:4][CH:3]=1.[CH3:18]C([O-])(C)C.[K+]>C1COCC1.[Br-].C[P+](C1C=CC=CC=1)(C1C=CC=CC=1)C1C=CC=CC=1>[CH2:1]([O:8][C:9]1[CH:10]=[CH:11][C:12]2[CH2:16][C:15](=[CH2:18])[C:13]=2[CH:14]=1)[C:2]1[CH:7]=[CH:6][CH:5]=[CH:4][CH:3]=1 |f:1.2,4.5|. Procedure: H7.2 (13.0 g, 58.0 mmol) was dissolved in 300 mL THF. The resulting solution was cooled to 0° C. in an ice-water bath. Methyltriphenylphosphonium bromide (24.8 g, 69.6 mmol) (commercially available from Sigma-Aldrich, St. Louis, Mo., USA) was added and some yellow solid appeared. Potassium 2-methylpropan-2-olate (69.6 mL, 69.6 mmol) (commercially available from Sigma-Aldrich, St. Louis, Mo., USA) was then added dropwise over an hour. The reaction was stirred at 0° C. for another hour and then qu... Reactants: NS(=O)(=O)C1=CC=C(C=C1)NC=1SC(=C(N1)N)C#N (2-(4-aminosulfonylphenyl)amino-4-amino-thiazole-5-carbonitrile), S (H2S), ice water, NS(=O)(=O)C1=CC=C(C=C1)NC=1SC(=C(N1)N)C(N)=S (2-(4-aminosulfonylphenyl)amino-4-amino-thiazole-5-carbothioamide), BrCC(=O)C1=CC=CC=C1 (α-bromoacetophenone). Run in C(C)N(CC)CC.N1=CC=CC=C1 (triethylamine pyridine), CO (MeOH). Reaction conditions: time 8 hour. Product: NC=1N=C(SC1C=1SC=C(N1)C1=CC=CC=C1)NC1=CC=C(C=C1)S(=O)(=O)N (4-(4′-amino-4-phenyl-[2,5′]bithiazolyl-2′-ylamino)-benzenesulfonamide). Reaction SMILES: NS(C1C=CC(NC2SC(C#N)=C(N)N=2)=CC=1)(=O)=O.S.[NH2:21][S:22]([C:25]1[CH:30]=[CH:29][C:28]([NH:31][C:32]2[S:33][C:34]([C:38](=[S:40])[NH2:39])=[C:35]([NH2:37])[N:36]=2)=[CH:27][CH:26]=1)(=[O:24])=[O:23].Br[CH2:42][C:43]([C:45]1[CH:50]=[CH:49][CH:48]=[CH:47][CH:46]=1)=O>C(N(CC)CC)C.N1C=CC=CC=1.CO>[NH2:37][C:35]1[N:36]=[C:32]([NH:31][C:28]2[CH:29]=[CH:30][C:25]([S:22]([NH2:21])(=[O:24])=[O:23])=[CH:26][CH:27]=2)[S:33][C:34]=1[C:38]1[S:40][CH:42]=[C:43]([C:45]2[CH:50]=[CH:49][CH:48]=[CH:47][CH:46]=2)[N:39]=1 |f:4.5|. Procedure: To a solution of 2-(4-aminosulfonylphenyl)amino-4-amino-thiazole-5-carbonitrile (0.59 g, 2 mmol) in 20% triethylamine/pyridine (50 ml) was bubbled H2S gas at ice-water temperature for 30 minutes. Then the reaction solution was sealed and stirred at room temperature overnight. Argon gas was bubbled through the reaction solution for 60 minutes to replace the H2S, and then the solvents were removed at reduced pressure. The residue was dissolved in EtOAc, and the EtOAc solution was then washed with ...